Dataset: the Open Reaction Database (ORD), a public repository of structured organic reaction records. Task: describe an organic reaction: reactants, conditions, products, and yield Starting materials: O.OCC(CO)OCN1C=2N=C(NC(C2N=C1)=O)N (9-(1,3-dihydroxy-2-propoxymethyl)guanine monohydrate), C(=O)(N1C=NC=C1)N1C=NC=C1 (1,1'-carbonyldiimidazole). Solvent: CN(C=O)C (dimethylformamide). Conditions: time 1.5 hour. The product is N1(C=NC=C1)C(=O)OCC(COC(=O)N1C=NC=C1)OCN1C=2N=C(NC(C2N=C1)=O)N (9-[1,3-Bis(imidazol-1-ylcarbonyloxy)-2-propoxymethyl]-guanine). Isolated yield 83.5%. RXN SMILES: [OH2:1].[OH:2][CH2:3][CH:4]([O:7][CH2:8][N:9]1[CH:17]=[N:16][C:15]2[C:14](=[O:18])[NH:13][C:12]([NH2:19])=[N:11][C:10]1=2)[CH2:5][OH:6].[C:20]([N:27]1[CH:31]=[CH:30][N:29]=[CH:28]1)(N1C=CN=C1)=[O:21]>CN(C)C=O>[N:9]1([C:8]([O:2][CH2:3][CH:4]([O:7][CH2:8][N:9]2[CH:17]=[N:16][C:15]3[C:14](=[O:18])[NH:13][C:12]([NH2:19])=[N:11][C:10]2=3)[CH2:5][O:6][C:20]([N:27]2[CH:31]=[CH:30][N:29]=[CH:28]2)=[O:21])=[O:1])[CH:10]=[CH:15][N:16]=[CH:17]1 |f:0.1|. Procedure: A mixture of 55 mg (0.2 mmole) of 9-(1,3-dihydroxy-2-propoxymethyl)guanine monohydrate, 130 mg (0.8 mmole) of 1,1'-carbonyldiimidazole, and 2 ml of dry dimethylformamide was stirred under nitrogen at 95°-100° for 1.5 hours, during which time a clear solution was obtained followed by precipitation of product. After cooling, the precipitate was collected on a filter and washed with some dimethylformamide and then with acetone to give 37 mg of white crystals, m.p. 252°-253° dec. The NMR spectrum wa... Starting materials: CCN=C=NCCCN(C)C, Cc1[nH]c2c(C(=O)O)cccc2c1C, ClCCl, Cl, On1nnc2ccccc21, Nc1cccc(-c2cncnc2)c1. Yields the product Cc1[nH]c2c(C(=O)Nc3cccc(-c4cncnc4)c3)cccc2c1C. RXN SMILES: [CH2:26]([N:27]=[C:28]=[N:29][CH2:30][CH2:31][CH2:32][N:33]([CH3:34])[CH3:35])[CH3:36].[CH3:1][c:2]1[nH:3][c:4]2[c:5]([C:12](=[O:13])[OH:14])[cH:6][cH:7][cH:8][c:9]2[c:10]1[CH3:11].[Cl:50][CH2:51][Cl:52].[ClH:25].[OH:15][n:16]1[c:17]2[cH:18][cH:19][cH:20][cH:21][c:22]2[n:23][n:24]1.[n:37]1[cH:38][n:39][cH:40][c:41](-[c:43]2[cH:44][c:45]([NH2:46])[cH:47][cH:48][cH:49]2)[cH:42]1>>[CH3:1][c:2]1[nH:3][c:4]2[c:5]([C:12](=[O:14])[NH:46][c:45]3[cH:44][c:43](-[c:41]4[cH:40][n:39][cH:38][n:37][cH:42]4)[cH:49][cH:48][cH:47]3)[cH:6][cH:7][cH:8][c:9]2[c:10]1[CH3:11]. Starting materials: C(CCCCCCCCCCCCCCC)NC=1C=C(SC1)C(=O)O (4-(hexadecylamino)-2-thiophenecarboxylic acid), [H-].[Na+] (sodium hydride), C(C)I (ethyl iodide). Run in CN(P(=O)(N(C)C)N(C)C)C (hexamethylphosphoramide), CN(P(=O)(N(C)C)N(C)C)C (hexamethylphosphoramide). Conditions: time 1 hour. Yields the product C(CCCCCCCCCCCCCCC)NC=1C=C(SC1)C(=O)OCC (ethyl 4-(hexadecylamino)-2-thiophenecarboxylate). Reaction SMILES: [CH2:1]([NH:17][C:18]1[CH:19]=[C:20]([C:23]([OH:25])=[O:24])[S:21][CH:22]=1)[CH2:2][CH2:3][CH2:4][CH2:5][CH2:6][CH2:7][CH2:8][CH2:9][CH2:10][CH2:11][CH2:12][CH2:13][CH2:14][CH2:15][CH3:16].[H-].[Na+].[CH2:28](I)[CH3:29]>CN(C)P(N(C)C)(N(C)C)=O>[CH2:1]([NH:17][C:18]1[CH:19]=[C:20]([C:23]([O:25][CH2:28][CH3:29])=[O:24])[S:21][CH:22]=1)[CH2:2][CH2:3][CH2:4][CH2:5][CH2:6][CH2:7][CH2:8][CH2:9][CH2:10][CH2:11][CH2:12][CH2:13][CH2:14][CH2:15][CH3:16] |f:1.2|. Reported procedure: A solution of 7.20 g. of 4-(hexadecylamino)-2-thiophenecarboxylic acid in 25 ml. of hexamethylphosphoramide is added to a stirred mixture of 0.800 g. of sodium hydride (57% in mineral oil) and 25 ml. of hexamethylphosphoramide. The solution which forms after one hour is treated with 11.0 g. of ethyl iodide and is then stirred at 25° C. for 18 hours. Dilution with water followed by filtration affords a white solid which is crystallized from ethanol to yield ethyl 4-(hexadecylamino)-2-thiophenecar... The reactants are COC(=O)CCCCN(C(=O)OC(C)(C)C)c1ccccn1, CO, Cl, [Na+], [OH-], O. Product: CC(C)(C)OC(=O)N(CCCCC(=O)O)c1ccccn1. Reaction SMILES: [C:3]([CH3:4])([CH3:5])([CH3:6])[O:7][C:8](=[O:9])[N:10]([CH2:11][CH2:12][CH2:13][CH2:14][C:15](=[O:16])[O:17][CH3:18])[c:19]1[n:20][cH:21][cH:22][cH:23][cH:24]1.[CH3:27][OH:28].[ClH:25].[Na+:2].[OH-:1].[OH2:26]>>[C:3]([CH3:4])([CH3:5])([CH3:6])[O:7][C:8](=[O:9])[N:10]([CH2:11][CH2:12][CH2:13][CH2:14][C:15](=[O:16])[OH:17])[c:19]1[n:20][cH:21][cH:22][cH:23][cH:24]1. The reactants are CC1CC(CN1C(=O)OC(C)(C)C)C(=O)OCC (1-(1,1-Dimethylethyl) 3-ethyl 5-methyl-1,3-pyrrolidinedicarboxylate), O[Li].O (LiOH.H2O), O (water). The solvent is C1CCOC1 (THF). The product is CC(C)(C)OC(=O)N1CC(CC1C)C(=O)O (1-{[(1,1-Dimethylethyl)oxy]carbonyl}-5-methyl-3-pyrrolidinecarboxylic acid). RXN SMILES: [CH3:1][CH:2]1[N:6]([C:7]([O:9][C:10]([CH3:13])([CH3:12])[CH3:11])=[O:8])[CH2:5][CH:4]([C:14]([O:16]CC)=[O:15])[CH2:3]1.O[Li].O.O>C1COCC1>[CH3:11][C:10]([O:9][C:7]([N:6]1[CH:2]([CH3:1])[CH2:3][CH:4]([C:14]([OH:16])=[O:15])[CH2:5]1)=[O:8])([CH3:12])[CH3:13] |f:1.2|. Procedure details: 1-(1,1-Dimethylethyl) 3-ethyl 5-methyl-1,3-pyrrolidinedicarboxylate (1.0 g, 3.89 mmol, an estimated 3:1 mixture of cis/trans isomers) and LiOH.H2O (228 mg, 5.44 mmol, 1.4 equiv) was stirred in THF (5 mL) and water (2 mL) as a two-phase mixture at room temperature for 18 hours. The mixture was concentrated in vacuo, and the resulting residue was taken up in 15 mL of water, acidified with cold 2N HCl, and extracted with 2×50 mL of EtOAc. The organic were dried over Na2SO4, filtered and concentrate...